The task is: describe an organic reaction: reactants, conditions, products, and yield. This data is from the Open Reaction Database (ORD), a public repository of structured organic reaction records. The product is FC(F)(F)c1cccc(OC2CCNC2)c1. Reactants: FC(F)(F)c1cccc(OC2CCN(Cc3ccccc3)C2)c1, OC1CCN(Cc2ccccc2)C1, CO, [OH-], [OH-], [Pd+2]. Reaction SMILES: [CH2:1]([c:2]1[cH:3][cH:4][cH:5][cH:6][cH:7]1)[N:8]1[CH2:9][CH:10]([O:13][c:14]2[cH:15][c:16]([C:20]([F:21])([F:22])[F:23])[cH:17][cH:18][cH:19]2)[CH2:11][CH2:12]1.[CH2:24]([N:25]1[CH2:26][CH2:27][CH:28]([OH:29])[CH2:30]1)[c:31]1[cH:32][cH:33][cH:34][cH:35][cH:36]1.[CH3:37][OH:38].[OH-:39].[OH-:40].[Pd+2:41]>>[NH:8]1[CH2:9][CH:10]([O:13][c:14]2[cH:15][c:16]([C:20]([F:21])([F:22])[F:23])[cH:17][cH:18][cH:19]2)[CH2:11][CH2:12]1. Starting materials: C1(=CC=CC=C1)C=1C(OC2=CC=CC=C2C1O)=O (3-phenyl-4-hydroxy-coumarin), N1(CCCCC1)CC(CCl)C (3-piperidino-2-methyl-1-chloropropane). Solvent: CCCCCC (hexane). The product is N1(CCCCC1)CC(COC1=C(C(OC2=CC=CC=C12)=O)C1=CC=CC=C1)C (4-(3'-Piperidino-2'-methylpropoxy)-3-phenyl-coumarin). Isolated yield 77.5%. RXN SMILES: [C:1]1([C:7]2[C:8](=[O:18])[O:9][C:10]3[C:15]([C:16]=2[OH:17])=[CH:14][CH:13]=[CH:12][CH:11]=3)[CH:6]=[CH:5][CH:4]=[CH:3][CH:2]=1.[N:19]1([CH2:25][CH:26]([CH3:29])[CH2:27]Cl)[CH2:24][CH2:23][CH2:22][CH2:21][CH2:20]1>CCCCCC>[N:19]1([CH2:25][CH:26]([CH3:29])[CH2:27][O:17][C:16]2[C:15]3[C:10](=[CH:11][CH:12]=[CH:13][CH:14]=3)[O:9][C:8](=[O:18])[C:7]=2[C:1]2[CH:2]=[CH:3][CH:4]=[CH:5][CH:6]=2)[CH2:24][CH2:23][CH2:22][CH2:21][CH2:20]1. Procedure: Prepared from 3-phenyl-4-hydroxy-coumarin and 3-piperidino-2-methyl-1-chloropropane, according to the method of Example 8. A light yellow solid is obtained. M.P. 86°-87° C. (hexane). Yield 77.5%. Reactants: Brc1ccco1, Cc1ccccc1, CO, O=Cc1ccccc1OB(O)O, [Na+], [Na+], O=C([O-])[O-]. Yields the product O=Cc1ccccc1-c1ccco1. RXN SMILES: [Br:13][c:14]1[o:15][cH:16][cH:17][cH:18]1.[CH3:25][c:26]1[cH:27][cH:28][cH:29][cH:30][cH:31]1.[CH3:32][OH:33].[CH:1](=[O:2])[c:3]1[c:4]([O:9][B:10]([OH:11])[OH:12])[cH:5][cH:6][cH:7][cH:8]1.[Na+:19].[Na+:20].[O-:21][C:22](=[O:23])[O-:24]>>[CH:1](=[O:2])[c:3]1[c:4](-[c:14]2[o:15][cH:16][cH:17][cH:18]2)[cH:5][cH:6][cH:7][cH:8]1.